This data is from the Open Reaction Database (ORD), a public repository of structured organic reaction records. The task is: describe an organic reaction: reactants, conditions, products, and yield The reactants are CN1C(=O)CCC2(C)C1=CCC1C2CCC2(C)C(C(=O)O)CCC12, NC(c1ccccc1)c1ccc(O)cc1. The product is CN1C(=O)CCC2(C)C1=CCC1C2CCC2(C)C(C(=O)NC(c3ccccc3)c3ccc(O)cc3)CCC12. RXN SMILES: [CH3:1][N:2]1[C:3]2=[CH:4][CH2:5][CH:6]3[CH:7]4[CH2:8][CH2:9][CH:10]([C:22](=[O:23])[OH:24])[C:11]4([CH3:12])[CH2:13][CH2:14][CH:15]3[C:16]2([CH3:21])[CH2:17][CH2:18][C:19]1=[O:20].[OH:25][c:26]1[cH:27][cH:28][c:29]([CH:32]([c:33]2[cH:34][cH:35][cH:36][cH:37][cH:38]2)[NH2:39])[cH:30][cH:31]1>>[CH3:1][N:2]1[C:3]2=[CH:4][CH2:5][CH:6]3[CH:7]4[CH2:8][CH2:9][CH:10]([C:22](=[O:24])[NH:39][CH:32]([c:29]5[cH:28][cH:27][c:26]([OH:25])[cH:31][cH:30]5)[c:33]5[cH:34][cH:35][cH:36][cH:37][cH:38]5)[C:11]4([CH3:12])[CH2:13][CH2:14][CH:15]3[C:16]2([CH3:21])[CH2:17][CH2:18][C:19]1=[O:20]. The reactants are BrCCc1ccccc1, CC(C)(C)O, COC(=O)c1cc(SC#N)c[nH]1, [Na+], [OH-], O. The product is COC(=O)c1cc(SCCc2ccccc2)c[nH]1. As a reaction SMILES: [Br:15][CH2:16][CH2:17][c:18]1[cH:19][cH:20][cH:21][cH:22][cH:23]1.[C:25]([OH:26])([CH3:27])([CH3:28])[CH3:29].[CH3:3][O:4][C:5](=[O:6])[c:7]1[nH:8][cH:9][c:10]([S:12][C:13]#[N:14])[cH:11]1.[Na+:2].[OH-:1].[OH2:24]>>[CH3:3][O:4][C:5](=[O:6])[c:7]1[nH:8][cH:9][c:10]([S:12][CH2:13][CH2:17][c:18]2[cH:19][cH:20][cH:21][cH:22][cH:23]2)[cH:11]1. The reactants are BrCc1ccccc1, O=C([O-])[O-], [K+], [K+], CN(C)C=O, O=Cc1ccc(C(F)(F)F)cc1O. Product: O=Cc1ccc(C(F)(F)F)cc1OCc1ccccc1. Reaction SMILES: [Br:14][CH2:15][c:16]1[cH:17][cH:18][cH:19][cH:20][cH:21]1.[C:22](=[O:23])([O-:24])[O-:25].[K+:26].[K+:27].[O:28]=[CH:29][N:30]([CH3:31])[CH3:32].[OH:1][c:2]1[c:3]([CH:4]=[O:5])[cH:6][cH:7][c:8]([C:10]([F:11])([F:12])[F:13])[cH:9]1>>[O:1]([c:2]1[c:3]([CH:4]=[O:5])[cH:6][cH:7][c:8]([C:10]([F:11])([F:12])[F:13])[cH:9]1)[CH2:15][c:16]1[cH:17][cH:18][cH:19][cH:20][cH:21]1. Starting materials: C(C)(C)(C)OC(N[C@@H]1CN(CC1)CC1=CC(=C(C=C1)F)F)=O ((3S)-(1-(3,4-difluorobenzyl)pyrrolidin-3-yl)carbamic acid tert-butyl ester), Cl (hydrochloric acid). Run in C(C)(=O)OCC (ethyl acetate), C(C)(=O)OCC (ethyl acetate). Yields the product Cl.Cl.FC=1C=C(CN2C[C@H](CC2)N)C=CC1F ([(3S)-1-(3,4-difluorobenzyl)pyrrolidine-3-yl]amine dihydrochloride). RXN SMILES: C(OC(=O)[NH:7][C@H:8]1[CH2:12][CH2:11][N:10]([CH2:13][C:14]2[CH:19]=[CH:18][C:17]([F:20])=[C:16]([F:21])[CH:15]=2)[CH2:9]1)(C)(C)C.[ClH:23]>C(OCC)(=O)C>[ClH:23].[ClH:23].[F:21][C:16]1[CH:15]=[C:14]([CH:19]=[CH:18][C:17]=1[F:20])[CH2:13][N:10]1[CH2:11][CH2:12][C@H:8]([NH2:7])[CH2:9]1 |f:3.4.5|. Procedure: To an ethyl acetate solution (5 mL) of (3S)-(1-(3,4-difluorobenzyl)pyrrolidin-3-yl)carbamic acid tert-butyl ester (1.55 g), an ethyl acetate (5 mL) solution of 4N hydrochloric acid was added, and the reaction solution was agitated at room temperature. Deposited substances in the reaction solution was separated by filtering after 10 hours, and 904 mg of the title compound was obtained by further washing with ether. The physical properties of the compound are as follows. The reactants are O([C@H]1[C@@H](O)[C@H](O)[C@H](O)[C@@H](O1)C)C (methyl α-L-fucopyranoside), C1=CC=C(C=C1)CBr (BnBr), [H-].[Na+] (NaH). The reagents and catalysts are CCCC[N+](CCCC)(CCCC)CCCC.[I-] (TBAI). The solvent is C1CCOC1 (THF). Reaction conditions: time 24 hour. The product is O([C@H]1[C@@H](O)[C@H](O)[C@H](O)[C@@H](O1)C)C(CC1=CC=CC=C1)(CC1=CC=CC=C1)CC1=CC=CC=C1 (tribenzyl methyl α-L-fucopyranoside). RXN SMILES: [O:1]([CH3:12])[C@@H:2]1[O:10][C@@H:9]([CH3:11])[C@@H:7]([OH:8])[C@@H:5]([OH:6])[C@@H:3]1[OH:4].[CH:13]1[CH:18]=[CH:17][C:16]([CH2:19]Br)=[CH:15][CH:14]=1.[H-].[Na+]>CCCC[N+](CCCC)(CCCC)CCCC.[I-].C1COCC1>[O:1]([C:12]([CH2:19][C:16]1[CH:17]=[CH:18][CH:13]=[CH:14][CH:15]=1)([CH2:19][C:16]1[CH:17]=[CH:18][CH:13]=[CH:14][CH:15]=1)[CH2:19][C:16]1[CH:17]=[CH:18][CH:13]=[CH:14][CH:15]=1)[C@@H:2]1[O:10][C@@H:9]([CH3:11])[C@@H:7]([OH:8])[C@@H:5]([OH:6])[C@@H:3]1[OH:4] |f:2.3,4.5|. Procedure: To a solution of methyl α-L-fucopyranoside (1.96 g, 9.61 mmol; Aldrich, Sigma), BnBr (8 mL, 67.3 mmol; benzyl bromide), and TBAI (177 mg, 048 mmol; tetrabutylammonium iodide; Aldrich) in THF (20 mL; tetrahydrofuran) at 0° C. was added NaH (2.35 g, 57.6 mmol). The cooling bath was removed and the reaction mixture was allowed to stir for 24 h. The reaction was diluted with EtOAc (50 mL; ethyl acetate) and poured into a saturated NH4Cl solution (50 mL). The aqueous phase was extracted with EtOAc (2... Reactants: C1=CC=CC=2NCC3=C(CC21)C=CC=C3 (5,6-dihydro-11H-dibenzo[b,e]azepine), COC(=O)C1=CC=C(CBr)C=C1 (4-methoxycarbonylbenzyl bromide). Yields the product C1=CC=CC=2N(CC3=C(CC21)C=CC=C3)CC3=CC=C(C(=O)O)C=C3 (4-(5,6-dihydro-11H-dibenzo[b,e]azepin-5-ylmethyl)benzoic acid). Yield: 45.0%. RXN SMILES: [CH:1]1[C:11]2[CH2:10][C:9]3[CH:12]=[CH:13][CH:14]=[CH:15][C:8]=3[CH2:7][NH:6][C:5]=2[CH:4]=[CH:3][CH:2]=1.C[O:17][C:18]([C:20]1[CH:27]=[CH:26][C:23]([CH2:24]Br)=[CH:22][CH:21]=1)=[O:19]>>[CH:1]1[C:11]2[CH2:10][C:9]3[CH:12]=[CH:13][CH:14]=[CH:15][C:8]=3[CH2:7][N:6]([CH2:24][C:23]3[CH:26]=[CH:27][C:20]([C:18]([OH:19])=[O:17])=[CH:21][CH:22]=3)[C:5]=2[CH:4]=[CH:3][CH:2]=1. Reported procedure: Using similar procedures to those described in Example 1, 5,6-dihydro-11H-dibenzo[b,e]azepine (Tetrahedron, 1981, 37, 4159) was reacted with 4-methoxycarbonylbenzyl bromide to give 4-(5,6-dihydro-11H-dibenzo[b,e]azepin-5-ylmethyl)benzoic acid in 45% yield, m.p. 198° C. Reactants: CC(=O)[O-], CC(=O)[O-], CC(C)O, ClCCl, CCOC(=O)C=[N+]=[N-], [Rh+2]. The product is CCOC(=O)COC(C)C. Reaction SMILES: [C:16]([O-:17])(=[O:18])[CH3:19].[C:21]([O-:22])(=[O:23])[CH3:24].[CH3:1][CH:2]([CH3:3])[OH:4].[Cl:13][CH2:14][Cl:15].[N+:5](=[N-:6])=[CH:7][C:8](=[O:9])[O:10][CH2:11][CH3:12].[Rh+2:20]>>[CH3:1][CH:2]([CH3:3])[O:4][CH2:7][C:8](=[O:9])[O:10][CH2:11][CH3:12]. Starting materials: BrCc1ccccc1, O=C([O-])[O-], CCOC(=O)c1ccn2nc(C)[nH]c(=O)c12, [Cs+], [Cs+], C1COCCO1. Product: CCOC(=O)c1ccn2nc(C)n(Cc3ccccc3)c(=O)c12. RXN SMILES: [Br:1][CH2:2][c:3]1[cH:4][cH:5][cH:6][cH:7][cH:8]1.[C:25](=[O:26])([O-:27])[O-:28].[CH2:9]([CH3:10])[O:11][C:12](=[O:13])[c:14]1[cH:15][cH:16][n:17]2[n:18][c:19]([CH3:24])[nH:20][c:21](=[O:23])[c:22]12.[Cs+:29].[Cs+:30].[O:31]1[CH2:32][CH2:33][O:34][CH2:35][CH2:36]1>>[CH2:2]([c:3]1[cH:4][cH:5][cH:6][cH:7][cH:8]1)[n:20]1[c:19]([CH3:24])[n:18][n:17]2[cH:16][cH:15][c:14]([C:12]([O:11][CH2:9][CH3:10])=[O:13])[c:22]2[c:21]1=[O:23]. The reactants are [C@@H]1(C[C@H](O)[C@@H](CO)O1)N1C(=O)NC(=O)C(C)=C1 (Thymidine), NC1=NC(=C2NC=NC2=N1)N (2,6-Diaminopurine), F[C@H]1[C@@H](O[C@@H]([C@H]1O)CO)N1C(=O)NC(=O)C=C1 (1-(2-deoxy-2-fluoro-β-D-ribofuranosyl)uracil), purine nucleoside, [N-]=[N+]=[N-].[K+] (potassium azide). Run in P(=O)([O-])([O-])[O-].[K+].[K+].[K+] (potassium phosphate). Reaction conditions: temperature 37 celsius. Product: NC1=NC(=C2N=CN(C2=N1)[C@H]1[C@@H]([C@H](O)[C@H](O1)CO)F)N (2,6-Diamino-9-(2-deoxy-2-fluoro-β-D-ribofuranosyl)-9H-purine). Reaction SMILES: [NH2:1][C:2]1[N:10]=[C:9]2[C:5]([NH:6][CH:7]=[N:8]2)=[C:4]([NH2:11])[N:3]=1.[F:12][C@@H:13]1[C@H:17]([OH:18])[C@@H:16]([CH2:19][OH:20])[O:15][C@H:14]1N1C=CC(=O)NC1=O.[N-]=[N+]=[N-].[K+].[C@@H]1(N2C=C(C)C(=O)NC2=O)O[C@H](CO)[C@@H](O)C1>P([O-])([O-])([O-])=O.[K+].[K+].[K+]>[NH2:1][C:2]1[N:10]=[C:9]2[C:5]([N:6]=[CH:7][N:8]2[C@@H:14]2[O:15][C@H:16]([CH2:19][OH:20])[C@@H:17]([OH:18])[C@H:13]2[F:12])=[C:4]([NH2:11])[N:3]=1 |f:2.3,5.6.7.8|. Procedure details: 2,6-Diaminopurine (Pacific Chemical Laboratories, 0.8 g, 4.8 mmoles) and 1-(2-deoxy-2-fluoro-β-D-ribofuranosyl)uracil (0.4 g, 1.6 mmoles) which may be prepared according to J. F. Codington et al. (J. Org. Chem. 29:558, 1964) were suspended in 50 ml of 5 mM potassium phosphate buffer, pH 7.0, which contained 0.04% (w/w) potassium azide. Thymidine phosphorylase (3,850 I.U.) and purine nucleoside phosphorylase (3,760 I.U.) (T. A. Krenitsky et al., Biochemistry 20:3615, 1981 and U.S. Pat. No. 4,381,... Starting materials: C(=C)C1=CN=CC2=CC=CC(=C12)NC1CCN(CC1)C(=O)OC(C)(C)C (4-(4-vinyl-5-isoquinolyl)amino-1-(tert-butoxycarbonyl)piperidine), Cl.CO (hydrogen chloride methanol). Product: Cl.C(=C)C1=CN=CC2=CC=CC(=C12)NC1CCNCC1 (4-(4-vinyl-5-isoquinolyl)aminopiperidine hydrochloride). RXN SMILES: [CH:1]([C:3]1[C:12]2[C:7](=[CH:8][CH:9]=[CH:10][C:11]=2[NH:13][CH:14]2[CH2:19][CH2:18][N:17](C(OC(C)(C)C)=O)[CH2:16][CH2:15]2)[CH:6]=[N:5][CH:4]=1)=[CH2:2].[ClH:27].CO>>[ClH:27].[CH:1]([C:3]1[C:12]2[C:7](=[CH:8][CH:9]=[CH:10][C:11]=2[NH:13][CH:14]2[CH2:19][CH2:18][NH:17][CH2:16][CH2:15]2)[CH:6]=[N:5][CH:4]=1)=[CH2:2] |f:1.2,3.4|. Procedure: According to the method of Example 1, Step C, deprotection was performed (50° C., 2 hours) by using Intermediate 81 (46.6 mg) and 10% hydrogen chloride/methanol solution (2 ml). The reaction mixture was cooled to room temperature, and then the solvent was evaporated under reduced pressure. The residue was added with methanol (2 ml) and diethyl ether (6 ml). The deposited precipitates were collected by filtration and washed with diethyl ether to obtain the title compound (25.3 mg).